This data is from the Open Reaction Database (ORD), a public repository of structured organic reaction records. The task is: describe an organic reaction: reactants, conditions, products, and yield The reactants are OC1=C(CCO)C=CC=C1 (2-hydroxyphenethyl alcohol), BrCCC (1-bromopropane), C([O-])([O-])=O.[K+].[K+] (potassium carbonate). The solvent is CC(=O)C (acetone). Conditions: temperature 60 celsius, time 64 hour. The product is C(CC)OC1=C(CCO)C=CC=C1 (2-propoxyphenethyl alcohol). As a reaction SMILES: [OH:1][C:2]1[CH:10]=[CH:9][CH:8]=[CH:7][C:3]=1[CH2:4][CH2:5][OH:6].Br[CH2:12][CH2:13][CH3:14].C(=O)([O-])[O-].[K+].[K+]>CC(C)=O>[CH2:12]([O:1][C:2]1[CH:10]=[CH:9][CH:8]=[CH:7][C:3]=1[CH2:4][CH2:5][OH:6])[CH2:13][CH3:14] |f:2.3.4|. Reported procedure: A mixture of 2-hydroxyphenethyl alcohol (1.5 g), 1-bromopropane (1.3 ml), potassium carbonate (2.25 g) and acetone (50 ml) was stirred at 60° C. for 64 hours. After concentration under reduced pressure, the residue was mixed with water and was extracted with ethyl acetate. The organic layer was washed with a 1 N aqueous solution of sodium hydroxide and an aqueous saturated solution of sodium chloride, and was dried with magnesium sulfate. The resulting organic layer was concentrated under reduce... Reactants: ClCCl, COC(=O)c1ccc(-c2ccccc2)cc1NC(=O)c1cc(OCCN2CCNCC2)ccc1OCc1ccccc1, CS(=O)(=O)Cl, c1ccncc1. Product: COC(=O)c1ccc(-c2ccccc2)cc1NC(=O)c1cc(OCCN2CCN(S(C)(=O)=O)CC2)ccc1OCc1ccccc1. As a reaction SMILES: [CH2:48]([Cl:49])[Cl:50].[CH2:6]([c:7]1[cH:8][cH:9][cH:10][cH:11][cH:12]1)[O:13][c:14]1[c:15]([C:16](=[O:17])[NH:18][c:19]2[c:20]([C:21](=[O:22])[O:23][CH3:24])[cH:25][cH:26][c:27](-[c:29]3[cH:30][cH:31][cH:32][cH:33][cH:34]3)[cH:28]2)[cH:35][c:36]([O:39][CH2:40][CH2:41][N:42]2[CH2:43][CH2:44][NH:45][CH2:46][CH2:47]2)[cH:37][cH:38]1.[CH3:1][S:2]([Cl:3])(=[O:4])=[O:5].[cH:51]1[cH:52][cH:53][n:54][cH:55][cH:56]1>>[CH3:1][S:2](=[O:4])(=[O:5])[N:45]1[CH2:44][CH2:43][N:42]([CH2:41][CH2:40][O:39][c:36]2[cH:35][c:15]([C:16](=[O:17])[NH:18][c:19]3[c:20]([C:21](=[O:22])[O:23][CH3:24])[cH:25][cH:26][c:27](-[c:29]4[cH:30][cH:31][cH:32][cH:33][cH:34]4)[cH:28]3)[c:14]([O:13][CH2:6][c:7]3[cH:8][cH:9][cH:10][cH:11][cH:12]3)[cH:38][cH:37]2)[CH2:47][CH2:46]1. The reactants are BrCCOC1OCCCC1 (2-(2-bromoethoxy)tetrahydro-2H-pyran), Cl.CN(C(C1=C(C=CC=C1[N+](=O)[O-])S(=O)(=O)NCCN(C)C)=O)C (N,N-dimethyl-2-[N-(2-dimethylaminoethyl)aminosulfonyl]-6-nitrobenzamide hydrochloride), [H-].[Na+] (NaH), [H-].[Na+] (NaH). Run in CN(C)C=O (DMF), CN(C)C=O (DMF). Run at time 20 hour. The product is CN(C(C1=C(C=CC=C1[N+](=O)[O-])S(=O)(=O)N(CCOC1OCCCC1)CCN(C)C)=O)C (N,N-Dimethyl-2-[N-(2-dimethylaminoethyl)-N-(2-(2-tetrahydro-2H-pyranyloxy)ethyl)aminosulfonyl]-6-nitrobenzamide). As a reaction SMILES: Cl.[CH3:2][N:3]([CH3:24])[C:4](=[O:23])[C:5]1[C:10]([N+:11]([O-:13])=[O:12])=[CH:9][CH:8]=[CH:7][C:6]=1[S:14]([NH:17][CH2:18][CH2:19][N:20]([CH3:22])[CH3:21])(=[O:16])=[O:15].[H-].[Na+].Br[CH2:28][CH2:29][O:30][CH:31]1[CH2:36][CH2:35][CH2:34][CH2:33][O:32]1>CN(C=O)C>[CH3:2][N:3]([CH3:24])[C:4](=[O:23])[C:5]1[C:10]([N+:11]([O-:13])=[O:12])=[CH:9][CH:8]=[CH:7][C:6]=1[S:14]([N:17]([CH2:18][CH2:19][N:20]([CH3:22])[CH3:21])[CH2:28][CH2:29][O:30][CH:31]1[CH2:36][CH2:35][CH2:34][CH2:33][O:32]1)(=[O:15])=[O:16] |f:0.1,2.3|. Reported procedure: To a suspension of N,N-dimethyl-2-[N-(2-dimethylaminoethyl)aminosulfonyl]-6-nitrobenzamide hydrochloride (347 mg, 0.91 mmol) in DMF (5 ml) under N2 was added 50% NaH (87 mg, 1.82 mmol). After stirring at 20-25° for 15 minutes until all of the NaH had reacted, a solution of 2-(2-bromoethoxy)tetrahydro-2H-pyran in DMF (2 ml) was added. The solution was stirred at 20-25° under N2 for 20 hours and then concentrated under reduced pressure to remove most of the DMF. The residue was partitioned between... Starting materials: S1C(=CC=C1)C1=NOC(=C1)CCC=O (3-(3-(2-thienyl)isoxazol-5-yl)propanal), FC(C1=C(CN2CCNCC2)C=CC=C1)(F)F (1-[2-(trifluoromethyl)benyl]piperazine), [BH-](OC(=O)C)(OC(=O)C)OC(=O)C.[Na+] (NaBH(OAc)3). Solvent: C(Cl)Cl (methylene chloride). Product: FC(C1=C(C=CC=C1)CN1CCN(CC1)CCCC1=CC(=NO1)C=1SC=CC1)(F)F (2-{5-[3-(4-{[2-(Trifluoromethyl)phenyl]methyl}piperazinyl)propyl]isoxazol-3-yl}thiophene). The yield is 60.2%. RXN SMILES: [S:1]1[CH:5]=[CH:4][CH:3]=[C:2]1[C:6]1[CH:10]=[C:9]([CH2:11][CH2:12][CH:13]=O)[O:8][N:7]=1.[F:15][C:16]([F:31])([F:30])[C:17]1[CH:29]=[CH:28][CH:27]=[CH:26][C:18]=1[CH2:19][N:20]1[CH2:25][CH2:24][NH:23][CH2:22][CH2:21]1.[BH-](OC(C)=O)(OC(C)=O)OC(C)=O.[Na+]>C(Cl)Cl>[F:31][C:16]([F:15])([F:30])[C:17]1[CH:29]=[CH:28][CH:27]=[CH:26][C:18]=1[CH2:19][N:20]1[CH2:25][CH2:24][N:23]([CH2:13][CH2:12][CH2:11][C:9]2[O:8][N:7]=[C:6]([C:2]3[S:1][CH:5]=[CH:4][CH:3]=3)[CH:10]=2)[CH2:22][CH2:21]1 |f:2.3|. Procedure: About 2 min after dissolving 3-(3-(2-thienyl)isoxazol-5-yl)propanal (10 mg, 0.05 mmol) and 1-[2-(trifluoromethyl)benyl]piperazine (10.0, 0.05 mmol) in 2 mL of dry methylene chloride, were added NaBH(OAc)3 (31 mg, 0.14 mmol) and molecular sieves (5 beads). The reaction mixture was reacted for 17 hr and followed the same processes as in Example 1 to obtain 13.1 mg (62.7%) of the target compound. Starting materials: ClC=1N=C(C2=C(N1)SC(=C2C)C)Cl (2,4-dichloro-5,6-dimethyl-thieno[2,3-d]pyrimidine), C1COCCN1C2=CC=C(C=C2)N (4-(4-morpholino)aniline), NC1=CC=CC=C1 (aniline). Solvent: C(C)O (ethyl alcohol). The product is ClC=1N=C(C2=C(N1)SC(=C2C)C)NC2=CC=C(C=C2)N2CCOCC2 (2-chloro-5,6-dimethyl-thieno[2,3-d]pyrimidin-4-yl-4-morpholin-4-yl-phenylamine). The yield is 112.5%. RXN SMILES: [Cl:1][C:2]1[N:3]=[C:4](Cl)[C:5]2[C:10]([CH3:11])=[C:9]([CH3:12])[S:8][C:6]=2[N:7]=1.[CH2:14]1[N:19]([C:20]2[CH:25]=[CH:24][C:23]([NH2:26])=[CH:22][CH:21]=2)[CH2:18][CH2:17][O:16][CH2:15]1.NC1C=CC=CC=1>C(O)C>[Cl:1][C:2]1[N:3]=[C:4]([NH:26][C:23]2[CH:22]=[CH:21][C:20]([N:19]3[CH2:14][CH2:15][O:16][CH2:17][CH2:18]3)=[CH:25][CH:24]=2)[C:5]2[C:10]([CH3:11])=[C:9]([CH3:12])[S:8][C:6]=2[N:7]=1. Procedure details: To 240 mg (1.02 mmol of 2,4-dichloro-5,6-dimethyl-thieno[2,3-d]pyrimidine in 50 ml of ethyl alcohol were added 220.20 mg (1.23 mmol) of 4-(4-morpholino)aniline and 130.90 mg (1.23 mmol) of aniline, and then the mixture was stirred under reflux. After completion of the reaction, the reaction solvent, ethyl alcohol, was evaporated under reduced pressure, and the residue was crystallized from ethyl alcohol and filtered, yielding 430 mg (quantitative) of 2-chloro-5,6-dimethyl-thieno[2,3-d]pyrimidin-... Reactants: mixture, [Na+].[Cl-] (NaCl), CC(=O)N[C@@H]1[C@H]([C@H]([C@H](O[C@@H]1OP(=O)(O)OP(=O)(O)OC[C@@H]2[C@H]([C@H]([C@@H](O2)N3C=CC(=O)NC3=O)O)O)CO)O)O (UDP-GalNAc), MnCl2. The solvent is O (water). Run at time 18 hour. Yields the product OC1[C@@H]([C@@H](O)[C@@H](O)[C@H](O1)CO)NC(=O)C (GalNAc). As a reaction SMILES: [CH3:1][C:2]([NH:4][C@H:5]1[C@@H:10]([O:11]P(OP(OC[C@H]2O[C@@H](N3C(=O)NC(=O)C=C3)[C@H](O)[C@@H]2O)(O)=O)(O)=O)[O:9][C@H:8]([CH2:36][OH:37])[C@H:7]([OH:38])[C@@H:6]1[OH:39])=[O:3].[Na+].[Cl-]>O>[OH:11][CH:10]1[O:9][C@H:8]([CH2:36][OH:37])[C@H:7]([OH:38])[C@H:6]([OH:39])[C@H:5]1[NH:4][C:2]([CH3:1])=[O:3] |f:1.2|. Reported procedure: To an enzymatic reaction mixture (500 μl) containing CH obtained by chemical desulfation of CS and having different non-reducing ends (1 mg, average molecular weight: 10,000, Seikagaku Corporation), UDP-GalNAc (3 μmol) 50 mM Tris-HCl buffer, pH 7.2, 20 mM MnCl2 and 0.15 M NaCl, a K4CP enzyme solution (recombinant enzyme obtained according to the procedure of the example of Japanese Patent Laid-open Publication (KOKAI) No. 2003-199583; corresponding to 37.5 μg protein) was added. A reaction was p... Starting materials: CI (methyl iodide), C[O-].[Na+] (sodium methoxide), BrC(C=O)=COC(C)C (2-Bromo-3-isopropoxy-propenal), C1(CCCCCN1)=S (Thiocaprolactam), C([O-])([O-])=O.[K+].[K+] (potassium carbonate), [Cl-].[NH4+] (ammonium chloride). Run in C(Cl)Cl (CH2Cl2), C(C)O (ethanol). Run at temperature 23 celsius, time 18 hour. Yields the product N=1C(=CN2C1CCCCC2)C=O (6,7,8,9-Tetrahydro-5H-imidazo[1,2-a]azepine-2-carbaldehyde). RXN SMILES: [C:1]1(=S)[NH:7][CH2:6][CH2:5][CH2:4][CH2:3][CH2:2]1.CI.C(=O)([O-])[O-].[K+].[K+].[Cl-].[NH4+:18].C[O-].[Na+].Br[C:23](=[CH:26][O:27]C(C)C)[CH:24]=O>C(Cl)Cl.C(O)C>[N:18]1[C:23]([CH:26]=[O:27])=[CH:24][N:7]2[CH2:6][CH2:5][CH2:4][CH2:3][CH2:2][C:1]=12 |f:2.3.4,5.6,7.8|. Procedure: Thiocaprolactam (6.45 gram, 50 mmol) was dissolved in 400 ml CH2Cl2 and methyl iodide (16 ml, 5 eq) was next added. The mixture was stirred under nitrogen for 18 hrs. Then it was treated with 100 ml potassium carbonate (50%, aq.). The organic layer was then dried over magnesium sulfate. After filtration and concentration 7.3 gram of material was obtained. This material was dissolved 300 ml ethanol and 2.83 gram of ammonium chloride was added. The mixture was refluxed for 1 hr. Then the solvent w...